This data is from the Open Reaction Database (ORD), a public repository of structured organic reaction records. The task is: describe an organic reaction: reactants, conditions, products, and yield Starting materials: BrC=1C=C2C(=NC1)N(N=C2C2=C(C=CC=C2)OC)COCC[Si](C)(C)C (5-bromo-3-(2-methoxy-phenyl)-1-(2-trimethylsilanyl-ethoxymethyl)-1H-pyrazolo[3,4-b]pyridine), C(=O)(O)C=1C=C(C=CC1)B(O)O (3-carboxyphenylboronic acid), pinacol ester, ClCCl (dichloromethane). Reagents/catalysts: C1=CC=C(C=C1)P([C-]2C=CC=C2)C3=CC=CC=C3.C1=CC=C(C=C1)P([C-]2C=CC=C2)C3=CC=CC=C3.Cl[Pd]Cl.[Fe+2] ([1,1′-bis(diphenylphosphino)ferrocene]dichloropalladium). Solvent: C(C)#N (acetonitrile), C(=O)(O)[O-].[Na+] (NaHCO3). Conditions: temperature 90 celsius, time 4.5 hour. Yields the product COC1=C(C=CC=C1)C1=NNC2=NC=C(C=C21)C=2C=C(C(=O)O)C=CC2 (3-[3-(2-Methoxy-phenyl)-1H-pyrazolo[3,4-b]pyridin-5-yl]-benzoic acid). Isolated yield 62.0%. RXN SMILES: Br[C:2]1[CH:3]=[C:4]2[C:10]([C:11]3[CH:16]=[CH:15][CH:14]=[CH:13][C:12]=3[O:17][CH3:18])=[N:9][N:8](COCC[Si](C)(C)C)[C:5]2=[N:6][CH:7]=1.[C:27]([C:30]1[CH:31]=[C:32](B(O)O)[CH:33]=[CH:34][CH:35]=1)([OH:29])=[O:28].ClCCl>C(#N)C.C([O-])(O)=O.[Na+].C1C=CC(P(C2C=CC=CC=2)[C-]2C=CC=C2)=CC=1.C1C=CC(P(C2C=CC=CC=2)[C-]2C=CC=C2)=CC=1.Cl[Pd]Cl.[Fe+2]>[CH3:18][O:17][C:12]1[CH:13]=[CH:14][CH:15]=[CH:16][C:11]=1[C:10]1[C:4]2[C:5](=[N:6][CH:7]=[C:2]([C:34]3[CH:35]=[C:30]([CH:31]=[CH:32][CH:33]=3)[C:27]([OH:29])=[O:28])[CH:3]=2)[NH:8][N:9]=1 |f:4.5,6.7.8.9|. Reported procedure: To a solution of 5-bromo-3-(2-methoxy-phenyl)-1-(2-trimethylsilanyl-ethoxymethyl)-1H-pyrazolo[3,4-b]pyridine (997 mg, 2.30 mmol) in acetonitrile (15 mL) and saturated aqueous NaHCO3 (10 mL) in a microwave vial was added 3-carboxyphenylboronic acid, pinacol ester (625 mg, 2.52 mmol) and [1,1′-bis(diphenylphosphino)ferrocene]dichloropalladium (II), complex with dichloromethane (1:1) (94 mg, 0.12 mmol). The vial was capped, flushed with N2, evacuated under vacuum, and heated in a microwave at 90° C...